Dataset: the Open Reaction Database (ORD), a public repository of structured organic reaction records. Task: describe an organic reaction: reactants, conditions, products, and yield Starting materials: C(C)OC(=O)C1(CCOCC1)C(=O)OCC (tetrahydropyran-4,4-dicarboxylic acid diethyl ester), [I-].[Li+] (lithium iodide), [C-]#N.[Na+] (sodium cyanide). Run in CN(C=O)C (N,N-dimethylformamide). Reaction conditions: temperature 140 celsius. Product: C(C)OC(=O)C1CCOCC1 (tetrahydropyran-4-carboxylic acid ethyl ester). Isolated yield 91.9%. Reaction SMILES: [CH2:1]([O:3][C:4]([C:6]1(C(OCC)=O)[CH2:11][CH2:10][O:9][CH2:8][CH2:7]1)=[O:5])[CH3:2].[I-].[Li+].[C-]#N.[Na+]>CN(C)C=O>[CH2:1]([O:3][C:4]([CH:6]1[CH2:11][CH2:10][O:9][CH2:8][CH2:7]1)=[O:5])[CH3:2] |f:1.2,3.4|. Procedure: To a solution of tetrahydropyran-4,4-dicarboxylic acid diethyl ester (400 mg, 1.74 mmol) in N,N-dimethylformamide (4 mL), was added lithium iodide (1.16 g, 8.66 mmol), followed by sodium cyanide (94 mg, 1.91 mmol). The mixture was heated at 130° C. for 7 hours, 140° C. for 25 hours, after which GC analysis indicated the reaction to be >95% complete. The mixture was partitioned between 33% diethyl ether/hexanes (100 mL) and brine (25 mL). The organic layer was washed with additional brine (25 mL)...